From a dataset of the Open Reaction Database (ORD), a public repository of structured organic reaction records. describe an organic reaction: reactants, conditions, products, and yield Starting materials: CC(=O)Cl, ClCCl, CS(=O)COc1ccc(Cl)cc1Cl. Yields the product ClCOc1ccc(Cl)cc1Cl. As a reaction SMILES: [C:14](=[O:15])([CH3:16])[Cl:17].[Cl:18][CH2:19][Cl:20].[Cl:1][c:2]1[c:3]([O:9][CH2:10][S:11]([CH3:12])=[O:13])[cH:4][cH:5][c:6]([Cl:8])[cH:7]1>>[Cl:1][c:2]1[c:3]([O:9][CH2:10][Cl:17])[cH:4][cH:5][c:6]([Cl:8])[cH:7]1. Starting materials: CC(=O)OCC(=O)Cl, Cl, CC1=C(C#N)C(c2ccc(C#N)cc2)n2nc(N)nc2N1c1cccc(C(F)(F)F)c1, c1ccncc1. Yields the product CC(=O)OCC(=O)Nc1nc2n(n1)C(c1ccc(C#N)cc1)C(C#N)=C(C)N2c1cccc(C(F)(F)F)c1. RXN SMILES: [C:33]([CH3:34])(=[O:35])[O:36][CH2:37][C:38](=[O:39])[Cl:40].[ClH:1].[NH2:2][c:3]1[n:4][n:5]2[c:6]([n:32]1)[N:7]([c:22]1[cH:23][c:24]([C:28]([F:29])([F:30])[F:31])[cH:25][cH:26][cH:27]1)[C:8]([CH3:21])=[C:9]([C:19]#[N:20])[CH:10]2[c:11]1[cH:12][cH:13][c:14]([C:17]#[N:18])[cH:15][cH:16]1.[cH:41]1[cH:42][cH:43][n:44][cH:45][cH:46]1>>[NH:2]([c:3]1[n:4][n:5]2[c:6]([n:32]1)[N:7]([c:22]1[cH:23][c:24]([C:28]([F:29])([F:30])[F:31])[cH:25][cH:26][cH:27]1)[C:8]([CH3:21])=[C:9]([C:19]#[N:20])[CH:10]2[c:11]1[cH:12][cH:13][c:14]([C:17]#[N:18])[cH:15][cH:16]1)[C:38]([CH2:37][O:36][C:33]([CH3:34])=[O:35])=[O:39]. The reactants are O=S1(NC2N(C3=C1C=C(C=C3)OC=3C=C(C=CC3)N)CCC2)=O ({3-[(5,5-dioxido-2,3,3a,4-tetrahydro-1H-pyrrolo[2,1-c][1,2,4]-benzothiadiazin-7-yl)oxy]phenyl}amine), COC1OC(CC1)OC (2,5-dimethoxytetra-hydrofuran), O (water), CC(=O)O (AcOH). Solvent: C(CCl)Cl (dichloro-1,2-ethane). Reaction conditions: time 1 hour. Product: N1(C=CC=C1)C=1C=C(OC2=CC3=C(N4C(NS3(=O)=O)CCC4)C=C2)C=CC1 (7-[3-(1H-Pyrrol-1-yl)phenoxy]-2,3,3a,4-tetrahydro-1H-pyrrolo-[2,1-c][1,2,4]benzothiadiazine 5,5-dioxide). Reaction SMILES: [O:1]=[S:2]1(=[O:23])[C:7]2[CH:8]=[C:9]([O:12][C:13]3[CH:14]=[C:15]([NH2:19])[CH:16]=[CH:17][CH:18]=3)[CH:10]=[CH:11][C:6]=2[N:5]2[CH2:20][CH2:21][CH2:22][CH:4]2[NH:3]1.CO[CH:26]1[CH2:30][CH2:29][CH:28](OC)O1.O.CC(O)=O>C(Cl)CCl>[N:19]1([C:15]2[CH:14]=[C:13]([CH:18]=[CH:17][CH:16]=2)[O:12][C:9]2[CH:10]=[CH:11][C:6]3[N:5]4[CH2:20][CH2:21][CH2:22][CH:4]4[NH:3][S:2](=[O:1])(=[O:23])[C:7]=3[CH:8]=2)[CH:26]=[CH:30][CH:29]=[CH:28]1. Procedure: 250 mg (0.75 mmol) of {3-[(5,5-dioxido-2,3,3a,4-tetrahydro-1H-pyrrolo[2,1-c][1,2,4]-benzothiadiazin-7-yl)oxy]phenyl}amine and 137 μl (1.06 mmol) of 2,5-dimethoxytetra-hydrofuran are added to a two-phase mixture of 2.5 ml of water, 1.25 ml of AcOH and 3.75 ml of dichloro-1,2-ethane. Stirring is carried out at 80° C. for 1 hour; the mixture is allowed to return to ambient temperature and is extracted with CH2Cl2. The organic phase is washed with saturated aqueous NaCl solution and dried over MgSO4... Starting materials: CCOC(C)=O, CNC(=O)c1ccc2cc(C(=O)c3cn(C(c4ccccc4)(c4ccccc4)c4ccccc4)cn3)ccc2c1, Cl, C1CCOC1, c1ccncc1. Yields the product CCOC(=O)CC(O)(c1ccc2cc(C(=O)NC)ccc2c1)c1cn(C(c2ccccc2)(c2ccccc2)c2ccccc2)cn1. RXN SMILES: [CH3:48][CH2:49][O:50][C:51]([CH3:52])=[O:53].[CH3:7][NH:8][C:9](=[O:10])[c:11]1[cH:12][c:13]2[cH:14][cH:15][c:16]([C:21](=[O:22])[c:23]3[n:24][cH:25][n:26]([C:28]([c:29]4[cH:30][cH:31][cH:32][cH:33][cH:34]4)([c:35]4[cH:36][cH:37][cH:38][cH:39][cH:40]4)[c:41]4[cH:42][cH:43][cH:44][cH:45][cH:46]4)[cH:27]3)[cH:17][c:18]2[cH:19][cH:20]1.[ClH:47].[O:54]1[CH2:55][CH2:56][CH2:57][CH2:58]1.[cH:1]1[cH:2][cH:3][n:4][cH:5][cH:6]1>>[CH3:7][NH:8][C:9](=[O:10])[c:11]1[cH:12][c:13]2[cH:14][cH:15][c:16]([C:21]([OH:22])([c:23]3[n:24][cH:25][n:26]([C:28]([c:29]4[cH:30][cH:31][cH:32][cH:33][cH:34]4)([c:35]4[cH:36][cH:37][cH:38][cH:39][cH:40]4)[c:41]4[cH:42][cH:43][cH:44][cH:45][cH:46]4)[cH:27]3)[CH2:52][C:51]([O:50][CH2:49][CH3:48])=[O:53])[cH:17][c:18]2[cH:19][cH:20]1. The reactants are CC(=CC(=O)O)\C=C/CC(CCC=C(C)C)C (cis 3,7,11-trimethyldodeca-2,4,10-trienoic acid), C([O-])(O)=O.[K+] (potassium bicarbonate), C(=O)=O (carbon dioxide). Solvent: C1=CC=CC=C1 (benzene). Yields the product CC(=CC(=O)[O-])C=CCC(CCC=C(C)C)C.[K+] (potassium 3,7,11-trimethyldodeca-2,4,10-trienoate). RXN SMILES: [CH3:1][C:2](/[CH:7]=[CH:8]\[CH2:9][CH:10]([CH3:17])[CH2:11][CH2:12][CH:13]=[C:14]([CH3:16])[CH3:15])=[CH:3][C:4]([OH:6])=[O:5].C(=O)(O)[O-].[K+:22].C(=O)=O>C1C=CC=CC=1>[CH3:1][C:2]([CH:7]=[CH:8][CH2:9][CH:10]([CH3:17])[CH2:11][CH2:12][CH:13]=[C:14]([CH3:16])[CH3:15])=[CH:3][C:4]([O-:6])=[O:5].[K+:22] |f:1.2,5.6|. Procedure: To a solution of 0.5 g. of trans/cis 3,7,11-trimethyldodeca-2,4,10-trienoic acid in 15 ml. of benzene is added with stirring an equivalent amount of potassium bicarbonate. The mixture is stirred until the evolution of carbon dioxide ceases and then evaporated to yield potassium 3,7,11-trimethyldodeca-2,4,10-trienoate.